Dataset: the Open Reaction Database (ORD), a public repository of structured organic reaction records. Task: describe an organic reaction: reactants, conditions, products, and yield The product is Nc1cc(Cl)c(Cl)cc1NC(=O)c1cc[n+]([O-])cc1. Reaction SMILES: [C:11]([n:12]1[cH:13][cH:14][n:15][cH:16]1)([n:17]1[cH:18][cH:19][n:20][cH:21]1)=[O:22].[CH3:33][N:34]([CH3:35])[CH:36]=[O:37].[Cl:23][c:24]1[cH:25][c:26]([NH2:32])[c:27]([NH2:31])[cH:28][c:29]1[Cl:30].[Cl:38][CH2:39][Cl:40].[n+:1]1([O-:10])[cH:2][cH:3][c:4]([C:7](=[O:8])[OH:9])[cH:5][cH:6]1>>[n+:1]1([O-:10])[cH:2][cH:3][c:4]([C:7](=[O:9])[NH:31][c:27]2[c:26]([NH2:32])[cH:25][c:24]([Cl:23])[c:29]([Cl:30])[cH:28]2)[cH:5][cH:6]1. Reactants: O=C(n1ccnc1)n1ccnc1, CN(C)C=O, Nc1cc(Cl)c(Cl)cc1N, ClCCl, O=C(O)c1cc[n+]([O-])cc1. Reactants: COc1ccc(CNc2ccc([N+](=O)[O-])cc2OC)cc1, CCO, [Ca+2], [Cl-], [Cl-], O, O, O, [Zn]. Yields the product COc1ccc(CNc2ccc(N)cc2OC)cc1. Reaction SMILES: [CH3:1][O:2][c:3]1[c:4]([NH:12][CH2:13][c:14]2[cH:15][cH:16][c:17]([O:20][CH3:21])[cH:18][cH:19]2)[cH:5][cH:6][c:7]([N+:9]([O-:10])=[O:11])[cH:8]1.[CH3:27][CH2:28][OH:29].[Ca+2:25].[Cl-:24].[Cl-:26].[OH2:22].[OH2:23].[OH2:31].[Zn:30]>>[CH3:1][O:2][c:3]1[c:4]([NH:12][CH2:13][c:14]2[cH:15][cH:16][c:17]([O:20][CH3:21])[cH:18][cH:19]2)[cH:5][cH:6][c:7]([NH2:9])[cH:8]1. Reaction SMILES: [CH3:1]C(C)([O-])C.[K+].[NH:7]1[C:15]2[C:10](=[CH:11][CH:12]=[N:13][CH:14]=2)[CH:9]=[CH:8]1.ClC[C:18]1([CH2:24][CH2:25][CH3:26])[CH2:22][NH:21][C:20](=[O:23])[CH2:19]1.O>C1COCC1>[CH2:24]([CH:18]1[CH2:22][N:21]([CH2:1][C:8]2[NH:7][C:15]3=[CH:14][N:13]=[CH:12][CH:11]=[C:10]3[CH:9]=2)[C:20](=[O:23])[CH2:19]1)[CH2:25][CH3:26] |f:0.1|. The solvent is C1CCOC1 (THF). Starting materials: O (water), CC(C)([O-])C.[K+] (Potassium terbutoxide), N1C=CC2=CC=NC=C12 (6-azaindole), ClCC1(CC(NC1)=O)CCC (4-(chloromethyl)-4-propylpyrrolidin-2-one). Yields the product C(CC)C1CC(N(C1)CC1=CC=2C(=CN=CC2)N1)=O (4-propyl-1-(1H-pyrrolo[2,3-c]pyridin-2-ylmethyl)pyrrolidin-2-one). Procedure: Potassium terbutoxide (522 mg, 4.65 mmol, 1.1 eq) is added to a solution of 6-azaindole x269 (500 mg, 4.23 mmol) in 4 ml of THF at 0° C. After 1 hour of reaction at 0° C., a freshly prepared solution of 4-(chloromethyl)-4-propylpyrrolidin-2-one x63 (0.814 mg, 4.65 mmol, 1.1 eq, in 3 ml of THF) at 0° C. The reaction mixture is warmed to room temperature. After 3 days of agitation, water (10 ml) is added and the aqueous layer is washed with ethyl acetate (3×15 ml). The aqueous layer is then neutra...